This data is from the Open Reaction Database (ORD), a public repository of structured organic reaction records. The task is: describe an organic reaction: reactants, conditions, products, and yield Starting materials: C(#N)[BH3-].[Na+] (sodium cyanoborohydride), ClC=1C=C(C=NC1OC[C@@H]1CNCCO1)S(=O)(=O)N ((S)-5-chloro-6-(morpholin-2-ylmethoxy)pyridine-3-sulfonamide), CO (methanol), C(C)OC1(CC1)O[Si](C)(C)C ((1-ethoxycyclopropoxy)trimethylsilane), C(#N)[BH3-].[Na+] (sodium cyanoborohydride). Run in C(C)(=O)O (acetic acid). Conditions: time 18 hour. Product: ClC=1C=C(C=NC1OC[C@@H]1CN(CCO1)C1CC1)S(=O)(=O)N ((S)-5-chloro-6-((4-cyclopropylmorpholin-2-yl)methoxy)pyridine-3-sulfonamide). RXN SMILES: [Cl:1][C:2]1[CH:3]=[C:4]([S:16]([NH2:19])(=[O:18])=[O:17])[CH:5]=[N:6][C:7]=1[O:8][CH2:9][C@H:10]1[O:15][CH2:14][CH2:13][NH:12][CH2:11]1.CO.C(O[C:25]1(O[Si](C)(C)C)[CH2:27][CH2:26]1)C.C([BH3-])#N.[Na+]>C(O)(=O)C>[Cl:1][C:2]1[CH:3]=[C:4]([S:16]([NH2:19])(=[O:18])=[O:17])[CH:5]=[N:6][C:7]=1[O:8][CH2:9][C@H:10]1[O:15][CH2:14][CH2:13][N:12]([CH:25]2[CH2:27][CH2:26]2)[CH2:11]1 |f:3.4|. Procedure: A solution of EXAMPLE 244B (250 mg), anhydrous methanol (6 mL), (1-ethoxycyclopropoxy)trimethylsilane (0.474 mL), and acetic acid (0.509 mL) was heated at 70° C. for 30 minutes. After cooling to ambient temperature, sodium cyanoborohydride (112 mg) was added and the mixture was stirred for 18 hours. Additional sodium cyanoborohydride (75 mg) was added and stirring was continued 18 hours. The reaction was concentrated and the residue was partitioned between methylene chloride and saturated sodium... Reactants: NC1=CC=C(C=C1)O (4-Aminophenol), [H-].[Na+] (sodium hydride), BrC1=NC=CC=C1 (2-bromopyridine), resultant solution, [H][H] (hydrogen). Run in CN(C)C=O (DMF), CN(C)C=O (DMF). The product is N1=C(C=CC=C1)OC1=CC=C(N)C=C1 (4-(2-pyridyloxy)aniline). As a reaction SMILES: [NH2:1][C:2]1[CH:7]=[CH:6][C:5]([OH:8])=[CH:4][CH:3]=1.[H-].[Na+].[H][H].Br[C:14]1[CH:19]=[CH:18][CH:17]=[CH:16][N:15]=1>CN(C=O)C>[N:15]1[CH:16]=[CH:17][CH:18]=[CH:19][C:14]=1[O:8][C:5]1[CH:6]=[CH:7][C:2]([NH2:1])=[CH:3][CH:4]=1 |f:1.2|. Reported procedure: 4-Aminophenol (27.3 g) in DMF (200 ml) was added dropwise over 30 minutes to a stirred suspension of sodium hydride (10.0 g, 60% dispersion in mineral oil) in DMF (200 ml) with stirring under nitrogen. When the evolution of hydrogen had ceased, 2-bromopyridine (39.5 g) was added and the resultant solution was heated at 120° C. for 6 hours. The DMF was removed under reduced pressure, the residue was dissolved in water (250 ml) and the mixture extracted with dichloromethane. The combined organic e... The reactants are CC#CC(=O)O, O=C([O-])O, CN1CCOCC1, CCOC(C)=O, CC(C)COC(=O)Cl, CN(C)C=Nc1ccc(N)cc1C#N, [Na+], C1CCOC1. Product: CC#CC(=O)Nc1ccc(N=CN(C)C)c(C#N)c1. RXN SMILES: [C:1]([C:2]#[C:3][CH3:4])(=[O:5])[OH:6].[C:36](=[O:37])([OH:38])[O-:39].[CH3:15][N:16]1[CH2:17][CH2:18][O:19][CH2:20][CH2:21]1.[CH3:46][CH2:47][O:48][C:49](=[O:50])[CH3:51].[Cl:7][C:8]([O:9][CH2:10][CH:11]([CH3:12])[CH3:13])=[O:14].[NH2:22][c:23]1[cH:24][c:25]([C:34]#[N:35])[c:26]([N:29]=[CH:30][N:31]([CH3:32])[CH3:33])[cH:27][cH:28]1.[Na+:40].[O:41]1[CH2:42][CH2:43][CH2:44][CH2:45]1>>[C:1]([C:2]#[C:3][CH3:4])(=[O:6])[NH:22][c:23]1[cH:24][c:25]([C:34]#[N:35])[c:26]([N:29]=[CH:30][N:31]([CH3:32])[CH3:33])[cH:27][cH:28]1. The reactants are ClC=1C=C(C=CC1Cl)C(C)(C)C1=CN=C(N1C1=CC=C(C=C1)F)CO ((5-(2-(3,4-dichlorophenyl)propan-2-yl)-1-(4-fluorophenyl)-1H-imidazol-2-yl)methanol), S(=O)(Cl)Cl (thionyl chloride). Run in CC#N (CH3CN). Conditions: time 3 hour. The product is ClCC=1N(C(=CN1)C(C)(C)C1=CC(=C(C=C1)Cl)Cl)C1=CC=C(C=C1)F (2-(chloromethyl)-5-(2-(3,4-dichlorophenyl)propan-2-yl)-1-(4-fluorophenyl)-1H-imidazole). As a reaction SMILES: [Cl:1][C:2]1[CH:3]=[C:4]([C:9]([C:12]2[N:16]([C:17]3[CH:22]=[CH:21][C:20]([F:23])=[CH:19][CH:18]=3)[C:15]([CH2:24]O)=[N:14][CH:13]=2)([CH3:11])[CH3:10])[CH:5]=[CH:6][C:7]=1[Cl:8].S(Cl)([Cl:28])=O>CC#N>[Cl:28][CH2:24][C:15]1[N:16]([C:17]2[CH:22]=[CH:21][C:20]([F:23])=[CH:19][CH:18]=2)[C:12]([C:9]([C:4]2[CH:5]=[CH:6][C:7]([Cl:8])=[C:2]([Cl:1])[CH:3]=2)([CH3:11])[CH3:10])=[CH:13][N:14]=1. Procedure: To a solution of (5-(2-(3,4-dichlorophenyl)propan-2-yl)-1-(4-fluorophenyl)-1H-imidazol-2-yl)methanol (402 mg, 1.06 mmol) in CH3CN (6 mL) at 0° C. was added thionyl chloride. After stirring 3 h, the solution was concentrated under reduced pressure, and azeotroped with DCM (3×) to give 2-(chloromethyl)-5-(2-(3,4-dichlorophenyl)propan-2-yl)-1-(4-fluorophenyl)-1H-imidazole as a yellow solid (420 mg) that was used directly for the next step without purification. Starting materials: NC=1C(=NC(=CC1SC)C)SCCO[Si](C)(C)C(C)(C)C (3-amino-2-(2-tert-butyldimethylsilyloxyethylthio)-6-methyl-4-methylthiopyridine), [Cl-].[NH4+] (ammonium chloride), CN(C1=CC=CC=C1)C (N,N-dimethylaniline), BrCC(=O)Br (bromoacetyl bromide). Run in ClCCl (dichloromethane). Product: BrCC(=O)NC=1C(=NC(=CC1SC)C)SCCO[Si](C)(C)C(C)(C)C (2-bromo-N-[2-(2-tert-butyldimethylsilyloxyethylthio)-6-methyl-4-methylthio-3-pyridyl]acetamide). Yield: 78.0%. RXN SMILES: [NH2:1][C:2]1[C:3]([S:11][CH2:12][CH2:13][O:14][Si:15]([C:18]([CH3:21])([CH3:20])[CH3:19])([CH3:17])[CH3:16])=[N:4][C:5]([CH3:10])=[CH:6][C:7]=1[S:8][CH3:9].CN(C)C1C=CC=CC=1.[Br:31][CH2:32][C:33](Br)=[O:34].[Cl-].[NH4+]>ClCCl>[Br:31][CH2:32][C:33]([NH:1][C:2]1[C:3]([S:11][CH2:12][CH2:13][O:14][Si:15]([C:18]([CH3:21])([CH3:20])[CH3:19])([CH3:16])[CH3:17])=[N:4][C:5]([CH3:10])=[CH:6][C:7]=1[S:8][CH3:9])=[O:34] |f:3.4|. Procedure details: To a solution of 3-amino-2-(2-tert-butyldimethylsilyloxyethylthio)-6-methyl-4-methylthiopyridine (synthesized by the method disclosed in Example 30 in WO96/26925) (1.50 g, 4.35 mmol) in dichloromethane (30 ml) were added N,N-dimethylaniline (0.63 g, 5.22 mmol) and bromoacetyl bromide (1.05 g, 5.22 mmol) with ice-cooling and stirring, and the mixture was stirred at room temperature for 1 hour. The reaction solution was mixed with a saturated ammonium chloride solution and extracted with chlorofor...